Dataset: the Open Reaction Database (ORD), a public repository of structured organic reaction records. Task: describe an organic reaction: reactants, conditions, products, and yield Starting materials: [Cl-].COC[P+](C1=CC=CC=C1)(C1=CC=CC=C1)C1=CC=CC=C1 ((methyoxymethyl)triphenylphosphonium chloride), [H-].[Na+] (sodium hydride), C(C1=CC=CC=C1)(C1=CC=CC=C1)N1CC(C1)=O (1-benzhydryl-azetidin-3-one). Solvent: O1CCCC1 (tetrahydrofuran), O1CCCC1 (tetrahydrofuran). Conditions: temperature 0 celsius, time 40 minute. Product: C(C1=CC=CC=C1)(C1=CC=CC=C1)N1CC(C1)=COC (1-Benzhydryl-3-methoxymethylene-azetidine). Yield: 52.0%. Reaction SMILES: [H-].[Na+].[Cl-].[CH3:4][O:5][CH2:6][P+](C1C=CC=CC=1)(C1C=CC=CC=1)C1C=CC=CC=1.[CH:26]([N:39]1[CH2:42][C:41](=O)[CH2:40]1)([C:33]1[CH:38]=[CH:37][CH:36]=[CH:35][CH:34]=1)[C:27]1[CH:32]=[CH:31][CH:30]=[CH:29][CH:28]=1>O1CCCC1>[CH:26]([N:39]1[CH2:42][C:41](=[CH:4][O:5][CH3:6])[CH2:40]1)([C:33]1[CH:38]=[CH:37][CH:36]=[CH:35][CH:34]=1)[C:27]1[CH:32]=[CH:31][CH:30]=[CH:29][CH:28]=1 |f:0.1,2.3|. Reported procedure: To a suspension of sodium hydride (60% mineral oil dispersion, 0.10 g, 2.3 mmol) in anhydrous tetrahydrofuran (30 mL) was added (methyoxymethyl)triphenylphosphonium chloride (0.80 g, 2.3 mmol) at 0° C. The mixture was stirred at 0° C. for 40 minutes, then a solution of 1-benzhydryl-azetidin-3-one (0.50 g, 2.1 mmol) in tetrahydrofuran was introduced at 0° C. The resulting mixture was refluxed for 2 hours. The reaction was quenched with water and extracted with methylene chloride (3×50 mL). The or... The reactants are C1COCCO1, CCCc1nc(C)cc(=O)n1CCOc1ccc(C=C2SC(=O)NC2=O)cc1, [H][H]. The product is CCCc1nc(C)cc(=O)n1CCOc1ccc(CC2SC(=O)NC2=O)cc1. As a reaction SMILES: [CH2:31]1[O:32][CH2:33][CH2:34][O:35][CH2:36]1.[CH3:1][c:2]1[n:3][c:4]([CH2:26][CH2:27][CH3:28])[n:5]([CH2:9][CH2:10][O:11][c:12]2[cH:13][cH:14][c:15]([CH:18]=[C:19]3[C:20](=[O:25])[NH:21][C:22](=[O:24])[S:23]3)[cH:16][cH:17]2)[c:6](=[O:8])[cH:7]1.[H:29][H:30]>>[CH3:1][c:2]1[n:3][c:4]([CH2:26][CH2:27][CH3:28])[n:5]([CH2:9][CH2:10][O:11][c:12]2[cH:13][cH:14][c:15]([CH2:18][CH:19]3[C:20](=[O:25])[NH:21][C:22](=[O:24])[S:23]3)[cH:16][cH:17]2)[c:6](=[O:8])[cH:7]1. The reactants are COC(=O)OC, CC(C)[N-]C(C)C, [Cl-], [Li+], [NH4+], C1CCOC1, CSc1cnc2c(ccn2S(=O)(=O)c2ccccc2)c1. Yields the product COC(=O)c1cc2cc(SC)cnc2n1S(=O)(=O)c1ccccc1. Reaction SMILES: [CH3:29][O:30][C:31](=[O:32])[O:33][CH3:34].[CH:21]([N-:22][CH:23]([CH3:24])[CH3:25])([CH3:26])[CH3:27].[Cl-:35].[Li+:28].[NH4+:36].[O:37]1[CH2:38][CH2:39][CH2:40][CH2:41]1.[c:1]1([S:7](=[O:8])(=[O:9])[n:10]2[cH:11][cH:12][c:13]3[c:14]2[n:15][cH:16][c:17]([S:19][CH3:20])[cH:18]3)[cH:2][cH:3][cH:4][cH:5][cH:6]1>>[c:1]1([S:7](=[O:8])(=[O:9])[n:10]2[c:11]([C:31]([O:30][CH3:29])=[O:32])[cH:12][c:13]3[c:14]2[n:15][cH:16][c:17]([S:19][CH3:20])[cH:18]3)[cH:2][cH:3][cH:4][cH:5][cH:6]1. The reactants are CS(=O)(=O)C=1C=CC(=NC1)C#N (5-methanesulfonyl-pyridine-2-carbonitrile), C(C)(=O)OCC (ethyl acetate). Reagents/catalysts: [Pd] (Pd/C). Solvent: CO (methanol). The product is CS(=O)(=O)C=1C=CC(=NC1)CN (C-(5-Methanesulfonyl-pyridin-2-yl)-methylamine). As a reaction SMILES: [CH3:1][S:2]([C:5]1[CH:6]=[CH:7][C:8]([C:11]#[N:12])=[N:9][CH:10]=1)(=[O:4])=[O:3].C(OCC)(=O)C>CO.[Pd]>[CH3:1][S:2]([C:5]1[CH:6]=[CH:7][C:8]([CH2:11][NH2:12])=[N:9][CH:10]=1)(=[O:4])=[O:3]. Reported procedure: A solution of 5-methanesulfonyl-pyridine-2-carbonitrile (120 mg, 0.66 mmol) in methanol was hydrogenated over 10% Pd/C catalyst using a continuous flow hydrogenation apparatus (conditions: flow rate 1 mL/minute, 10 bars, 25° C.). The reaction was monitored by HPLC-MS and TLC (ethyl acetate) indicating the disappearance of starting material. The mixture was concentrated in vacuo and then twice diluted with ether-hexanes and concentrated to afford the title compound. The solvent is OS(=O)(=O)O (H2SO4). The product is COC1=CC=C2C=CC(NC2=C1)=O (7-(Methyloxy)-2(1H)-quinolinone). As a reaction SMILES: C(O/[CH:4]=[CH:5]/[C:6]([NH:8][C:9]1[CH:14]=[CH:13][CH:12]=[C:11]([O:15][CH3:16])[CH:10]=1)=[O:7])C>OS(O)(=O)=O>[CH3:16][O:15][C:11]1[CH:10]=[C:9]2[C:14]([CH:4]=[CH:5][C:6](=[O:7])[NH:8]2)=[CH:13][CH:12]=1. Procedure: (2E)-3-(Ethyloxy)-N-[3-(methyloxy)phenyl]-2-propenamide (25 g; 0.113 mol) was dissolved in conc. H2SO4 and stirred for 1 h. The reaction mixture was poured onto ice and filtered. The crude product was washed with water and dried to yield the title compound (12 g; 60%) as a tan solid. Conditions: time 1 hour. Starting materials: C(C)O/C=C/C(=O)NC1=CC(=CC=C1)OC ((2E)-3-(Ethyloxy)-N-[3-(methyloxy)phenyl]-2-propenamide). Isolated yield 60.6%. The reactants are Cl (HCl), CC(C)([O-])C.[K+] (Potassium tert-butoxide), COC(=O)C1=CC2=C(NC(N2)=O)C=C1 (2-oxo-2,3-dihydro-1H-benzoimidazole-5-carboxylic acid methyl ester), C(C=C)Br (Allyl bromide). The solvent is CC(=O)N(C)C (DMA). Reaction conditions: time 2 hour. Product: COC(=O)C1=CC2=C(N(C(N2CC=C)=O)CC=C)C=C1 (1,3-Diallyl-2-oxo-2,3-dihydro-1H-benzoimidazole-5-carboxylic acid methyl ester). As a reaction SMILES: C[C:2]([CH3:5])([O-])[CH3:3].[K+].[CH3:7][O:8][C:9]([C:11]1[CH:20]=[CH:19][C:14]2[NH:15][C:16](=[O:18])[NH:17][C:13]=2[CH:12]=1)=[O:10].[CH2:21](Br)[CH:22]=[CH2:23].Cl>CC(N(C)C)=O>[CH3:7][O:8][C:9]([C:11]1[CH:20]=[CH:19][C:14]2[N:15]([CH2:23][CH:22]=[CH2:21])[C:16](=[O:18])[N:17]([CH2:3][CH:2]=[CH2:5])[C:13]=2[CH:12]=1)=[O:10] |f:0.1|. Reported procedure: Potassium tert-butoxide (2.57 g) was added to a solution of 2-oxo-2,3-dihydro-1H-benzoimidazole-5-carboxylic acid methyl ester (2 g) in DMA (30 ml). Allyl bromide (2 ml) was added, and the mixture was stirred for 2 h at room temperature. The mixture was acidified with 2N aqueous HCl and then extracted with EtOAc. The combined organic layers were dried over Na2SO4 and then concentrated to an oil. The residue was purified by flash chromatography (SiO2, EtOAc/heptane 1:2) to give the title compound... Reactants: ClC1=C(C=C(C=N1)C1=NC=CC=C1C(F)(F)F)N (6′-chloro-3-trifluoromethyl-[2,3′]bipyridinyl-5′-ylamine), [Cl-].[NH4+] (ammonium chloride), [OH-].[NH4+] (ammonium hydroxide), CN(C)C=O (DMF). Reagents/catalysts: [C-]#N.[Zn+2].[C-]#N (zinc cyanide), C1=CC=C(C=C1)/C=C/C(=O)/C=C/C2=CC=CC=C2.C1=CC=C(C=C1)/C=C/C(=O)/C=C/C2=CC=CC=C2.C1=CC=C(C=C1)/C=C/C(=O)/C=C/C2=CC=CC=C2.[Pd].[Pd] (pd2(dba)3), C1=CC=C(C=C1)P([C-]2C=CC=C2)C3=CC=CC=C3.C1=CC=C(C=C1)P([C-]2C=CC=C2)C3=CC=CC=C3.[Fe+2] (DPPF). Run in O (water), O (water). Reaction conditions: temperature 0 celsius, time 1 hour. Yields the product NC=1C=C(C=NC1C#N)C1=NC=CC=C1C(F)(F)F (5′-Amino-3-trifluoromethyl-[2,3]bipyridinyl-6′-carbonitrile). Reaction SMILES: Cl[C:2]1[N:7]=[CH:6][C:5]([C:8]2[C:13]([C:14]([F:17])([F:16])[F:15])=[CH:12][CH:11]=[CH:10][N:9]=2)=[CH:4][C:3]=1[NH2:18].[Cl-].[NH4+].[OH-].[NH4+].[CH3:23][N:24](C=O)C>O.[C-]#N.[Zn+2].[C-]#N.C1C=CC(/C=C/C(/C=C/C2C=CC=CC=2)=O)=CC=1.C1C=CC(/C=C/C(/C=C/C2C=CC=CC=2)=O)=CC=1.C1C=CC(/C=C/C(/C=C/C2C=CC=CC=2)=O)=CC=1.[Pd].[Pd].C1C=CC(P(C2C=CC=CC=2)[C-]2C=CC=C2)=CC=1.C1C=CC(P(C2C=CC=CC=2)[C-]2C=CC=C2)=CC=1.[Fe+2]>[NH2:18][C:3]1[CH:4]=[C:5]([C:8]2[C:13]([C:14]([F:17])([F:16])[F:15])=[CH:12][CH:11]=[CH:10][N:9]=2)[CH:6]=[N:7][C:2]=1[C:23]#[N:24] |f:1.2,3.4,7.8.9,10.11.12.13.14,15.16.17|. Procedure details: Heat a solution of 6′-chloro-3-trifluoromethyl-[2,3′]bipyridinyl-5′-ylamine (25 g, 0.091 mol; prepared essentially as described in PCT International Application Publication Number WO 03/062209, published on Jul. 31, 2003), zinc cyanide (6.75 g, 0.058 mol), pd2(dba)3 (2.63 g, 2.86 mmol), DPPF (3.16 g, 5.72 mmol) in DMF (250 mL) and water (2.5 mL), under a nitrogen atmosphere, at 120° C. for 1 hour. Cool the reaction to 0° C. and add a solution of saturated ammonium chloride (200 ml), water (200 m...